From a dataset of the Open Reaction Database (ORD), a public repository of structured organic reaction records. describe an organic reaction: reactants, conditions, products, and yield Starting materials: COC=1C(=NC=NC1)N1CCN(CC1)CCCC1=CN(C2=CC=C(C=C12)C=1C(C(C1NC(C)C)=O)=O)[Si](C(C)C)(C(C)C)C(C)C (3-[3-[4-(5-methoxy-4-pyrimidyl)-1-piperazinyl]propyl]-5-(1,2-dioxo-4-isopropylamino-3-cyclobuten-3-yl) -1-triisopropylsilylindole). The solvent is C(C)#N (acetonitrile). Conditions: time 2 hour. The product is COC=1C(=NC=NC1)N1CCN(CC1)CCCC1=CNC2=CC=C(C=C12)C=1C(C(C1NC(C)C)=O)=O (3-[3-[4-(5-Methoxy-4-pyrimidyl)-1-piperazinyl]propyl]-5-(1,2-dioxo-4-isopropylamino-3-cyclobuten-3-yl)-1H-indole). Yield: 93.6%. As a reaction SMILES: [CH3:1][O:2][C:3]1[C:4]([N:9]2[CH2:14][CH2:13][N:12]([CH2:15][CH2:16][CH2:17][C:18]3[C:26]4[C:21](=[CH:22][CH:23]=[C:24]([C:27]5[C:28](=[O:36])[C:29](=[O:35])[C:30]=5[NH:31][CH:32]([CH3:34])[CH3:33])[CH:25]=4)[N:20]([Si](C(C)C)(C(C)C)C(C)C)[CH:19]=3)[CH2:11][CH2:10]2)=[N:5][CH:6]=[N:7][CH:8]=1>C(#N)C>[CH3:1][O:2][C:3]1[C:4]([N:9]2[CH2:10][CH2:11][N:12]([CH2:15][CH2:16][CH2:17][C:18]3[C:26]4[C:21](=[CH:22][CH:23]=[C:24]([C:27]5[C:28](=[O:36])[C:29](=[O:35])[C:30]=5[NH:31][CH:32]([CH3:33])[CH3:34])[CH:25]=4)[NH:20][CH:19]=3)[CH2:13][CH2:14]2)=[N:5][CH:6]=[N:7][CH:8]=1. Procedure: To a solution of 3-[3-[4-(5-methoxy-4-pyrimidyl)-1-piperazinyl]propyl]-5-(1,2-dioxo-4-isopropylamino-3-cyclobuten-3-yl) -1-triisopropylsilylindole (0.270 g, 0.42 mmol) in 10 mL of acetonitrile was added 48% HF (30 μL, 0.84 mmol) and the mixture was stirred at room temperature for 2 h. The resulting mixture was evaporated and the residue was partitioned between saturated aqueous NaHCO3 and ethyl acetate. The organic phase was separated and the aqueous phase was back-extracted with ethyl acetate. ... Starting materials: ClC1=NC2=CC=C(C=C2C=C1C=O)OC (2-Chloro-6-methoxy-3-quinolinecarboxaldehyde), N1(N=NC2=C1C=CC=C2)CC#N (1H-benzotriazole-1-acetonitrile). The product is N1(N=NC2=C1C=CC=C2)\C(\C#N)=C\C=2C(=NC1=CC=C(C=C1C2)OC)Cl ((E)-2-benzotriazol-1-yl-3-(2-chloro-6-methoxy-quinolin-3-yl)-acrylonitrile). Isolated yield 71.4%. Reaction SMILES: [Cl:1][C:2]1[C:11]([CH:12]=O)=[CH:10][C:9]2[C:4](=[CH:5][CH:6]=[C:7]([O:14][CH3:15])[CH:8]=2)[N:3]=1.[N:16]1([CH2:25][C:26]#[N:27])[C:20]2[CH:21]=[CH:22][CH:23]=[CH:24][C:19]=2[N:18]=[N:17]1>>[N:16]1(/[C:25](=[CH:12]/[C:11]2[C:2]([Cl:1])=[N:3][C:4]3[C:9]([CH:10]=2)=[CH:8][C:7]([O:14][CH3:15])=[CH:6][CH:5]=3)/[C:26]#[N:27])[C:20]2[CH:21]=[CH:22][CH:23]=[CH:24][C:19]=2[N:18]=[N:17]1. Procedure: 2-Chloro-6-methoxy-3-quinolinecarboxaldehyde (111 mg) was condensed with 1H-benzotriazole-1-acetonitrile (79 mg) through Method B (production step 3), to thereby yield the target product (yield: 129 mg, 71%). Starting materials: [Cl-].[Li+] (lithium chloride), O=S1(CN(C2=C1C=CC=C2)C(C2=CC(=C(C(=C2)C(F)(F)F)OC)C(=O)N2CS(CC2)(=O)=O)=O)=O (1,1-dioxo-3-[3-(1,1-dioxo-1,3-thiazolidine-3-carbonyl)-4-methoxy-5-trifluoromethylbenzoyl]-2,3-dihydro-1,3-benzothiazole), Cl (hydrochloric acid). Run in CN(C=O)C (N,N-dimethylformamide). Conditions: temperature 120 celsius, time 1.5 hour. The product is O=S1(CN(C2=C1C=CC=C2)C(C2=CC(=C(C(=C2)C(F)(F)F)O)C(=O)N2CS(CC2)(=O)=O)=O)=O (1,1-dioxo-3-[3-(1,1-dioxo-1,3-thiazolidine-3-carbonyl)-4-hydroxy-5-trifluoromethylbenzoyl]-2,3-dihydro-1,3-benzothiazole). The yield is 47.4%. As a reaction SMILES: [O:1]=[S:2]1(=[O:34])[C:6]2[CH:7]=[CH:8][CH:9]=[CH:10][C:5]=2[N:4]([C:11](=[O:33])[C:12]2[CH:17]=[C:16]([C:18]([F:21])([F:20])[F:19])[C:15]([O:22]C)=[C:14]([C:24]([N:26]3[CH2:30][CH2:29][S:28](=[O:32])(=[O:31])[CH2:27]3)=[O:25])[CH:13]=2)[CH2:3]1.[Cl-].[Li+].Cl>CN(C)C=O>[O:34]=[S:2]1(=[O:1])[C:6]2[CH:7]=[CH:8][CH:9]=[CH:10][C:5]=2[N:4]([C:11](=[O:33])[C:12]2[CH:17]=[C:16]([C:18]([F:19])([F:20])[F:21])[C:15]([OH:22])=[C:14]([C:24]([N:26]3[CH2:30][CH2:29][S:28](=[O:32])(=[O:31])[CH2:27]3)=[O:25])[CH:13]=2)[CH2:3]1 |f:1.2|. Reported procedure: 1,1-dioxo-3-[3-(1,1-dioxo-1,3-thiazolidine-3-carbonyl)-4-methoxy-5-trifluoromethylbenzoyl]-2,3-dihydro-1,3-benzothiazole (260 mg) was dissolved in N,N-dimethylformamide (2.5 mL), and lithium chloride (200 mg) was added to the solution, and then the mixture was stirred at 120° C. for 1.5 hours. To the reaction solution, 1N hydrochloric acid was added, and then the mixture was extracted with ethyl acetate. The organic layer was washed with water and saturated brine, and then dried over anhydrous s...